From a dataset of the Open Reaction Database (ORD), a public repository of structured organic reaction records. describe an organic reaction: reactants, conditions, products, and yield Reactants: C(C1=CC=CC=C1)C=1C=C(C#N)C=CC1 (3-Benzylbenzonitrile), N (ammonia), Cl (hydrogen chloride). The solvent is C(C)O (ethanol), C(Cl)(Cl)Cl (chloroform). Conditions: temperature 0 celsius, time 3 day. Product: Cl.C(C1=CC=CC=C1)C=1C=C(C(=N)N)C=CC1 (3-benzylbenzamidine hydrochloride). As a reaction SMILES: [CH2:1]([C:8]1[CH:9]=[C:10]([CH:13]=[CH:14][CH:15]=1)[C:11]#[N:12])[C:2]1[CH:7]=[CH:6][CH:5]=[CH:4][CH:3]=1.[ClH:16].[NH3:17]>C(O)C.C(Cl)(Cl)Cl>[ClH:16].[CH2:1]([C:8]1[CH:9]=[C:10]([CH:13]=[CH:14][CH:15]=1)[C:11]([NH2:17])=[NH:12])[C:2]1[CH:3]=[CH:4][CH:5]=[CH:6][CH:7]=1 |f:5.6|. Procedure: 3-Benzylbenzonitrile (83.45 g.; prepared as described by C. R. Hauser, W. Q. Beard and F. N. Jones, J. Org. Chem., 1961, 26, 4790) was dissolved in a mixture of anhydrous ethanol (52 ml.) and anhydrous chloroform (390 ml.). The solution was saturated with anhydrous hydrogen chloride at 0° C. and kept at 0° C. for 3 days. The solvent was evaporated in vacuo and the residue triturated with anhydrous diethyl ether. The solid obtained (78 g.) was treated with saturated anhydrous ethanolic ammonia (6... Yields the product Nc1ccc(C(F)(F)F)c(Cn2ccc(NC(=O)c3c(F)cccc3F)n2)c1. As a reaction SMILES: [CH3:31][CH2:32][OH:33].[F:1][c:2]1[c:3]([C:4](=[O:5])[NH:6][c:7]2[n:8][n:9]([CH2:12][c:13]3[c:14]([C:22]([F:23])([F:24])[F:25])[cH:15][cH:16][c:17]([N+:19]([O-:20])=[O:21])[cH:18]3)[cH:10][cH:11]2)[c:26]([F:30])[cH:27][cH:28][cH:29]1>>[F:1][c:2]1[c:3]([C:4](=[O:5])[NH:6][c:7]2[n:8][n:9]([CH2:12][c:13]3[c:14]([C:22]([F:23])([F:24])[F:25])[cH:15][cH:16][c:17]([NH2:19])[cH:18]3)[cH:10][cH:11]2)[c:26]([F:30])[cH:27][cH:28][cH:29]1. Starting materials: CCO, O=C(Nc1ccn(Cc2cc([N+](=O)[O-])ccc2C(F)(F)F)n1)c1c(F)cccc1F. Reactants: COC(=O)CCc1c(C)[nH]c(C(=O)OCc2ccccc2)c1C, CO. Product: COC(=O)CCc1c(C)[nH]c(C(=O)O)c1C. Reaction SMILES: [CH2:1]([c:2]1[cH:3][cH:4][cH:5][cH:6][cH:7]1)[O:8][C:9](=[O:10])[c:11]1[nH:12][c:13]([CH3:23])[c:14]([CH2:17][CH2:18][C:19](=[O:20])[O:21][CH3:22])[c:15]1[CH3:16].[CH3:24][OH:25]>>[O:8]=[C:9]([OH:10])[c:11]1[nH:12][c:13]([CH3:23])[c:14]([CH2:17][CH2:18][C:19](=[O:20])[O:21][CH3:22])[c:15]1[CH3:16]. Starting materials: ClC=1C=C(C(=O)Cl)C=C(C1)Cl (3,5-dichlorobenzoyl chloride), CC=1C=C(C(=O)Cl)C=C(C1)C (3,5-dimethylbenzoyl chloride), ClC=1C=C(C(=O)C2=C(OC3=C2C=CC=C3)C3=CC=C(C=C3)OC)C=C(C1)Cl (3-(3',5'-dichlorobenzoyl)-2-p-methoxyphenylbenzofuran). The product is ClC=1C=C(C(=O)C2=C(OC3=C2C=CC=C3)C3=CC=C(C=C3)O)C=C(C1)Cl (3-(3',5'-dichlorobenzoyl)-2-p-hydroxyphenylbenzofuran). As a reaction SMILES: ClC1C=C(C=C(Cl)C=1)C(Cl)=O.CC1C=C(C=C(C)C=1)C(Cl)=O.[Cl:23][C:24]1[CH:25]=[C:26]([CH:46]=[C:47]([Cl:49])[CH:48]=1)[C:27]([C:29]1[C:33]2[CH:34]=[CH:35][CH:36]=[CH:37][C:32]=2[O:31][C:30]=1[C:38]1[CH:43]=[CH:42][C:41]([O:44]C)=[CH:40][CH:39]=1)=[O:28]>>[Cl:49][C:47]1[CH:46]=[C:26]([CH:25]=[C:24]([Cl:23])[CH:48]=1)[C:27]([C:29]1[C:33]2[CH:34]=[CH:35][CH:36]=[CH:37][C:32]=2[O:31][C:30]=1[C:38]1[CH:39]=[CH:40][C:41]([OH:44])=[CH:42][CH:43]=1)=[O:28]. Procedure: Substitution of 3,5-dichlorobenzoyl chloride in the procedure of Example 7 for 3,5-dimethylbenzoyl chloride followed by demethylation of the 3-(3',5'-dichlorobenzoyl)-2-p-methoxyphenylbenzofuran as described above gave 3-(3',5'-dichlorobenzoyl)-2-p-hydroxyphenylbenzofuran. Starting materials: C1=C(C=CC2=CC=C(C=C12)C=1C2=CC=CC=C2C(=C2C=CC=CC12)Br)C1=CC2=CC=CC=C2C=C1 (9-([2,2′-binaphthalen]-7-yl)-10-bromoanthracene), C=1(C(=CC=CC1)B(O)O)C1=CC=CC=C1 (p-biphenylboronic acid), P(=O)([O-])([O-])[O-].[K+].[K+].[K+] (potassium phosphate), C1(=CC=CC=C1)C (toluene). The reagents and catalysts are C=1C=CC(=CC1)/C=C/C(=O)/C=C/C2=CC=CC=C2.C=1C=CC(=CC1)/C=C/C(=O)/C=C/C2=CC=CC=C2.[Pd] (Pd(dba)2), C1(CCCCC1)P(C1CCCCC1)C1CCCCC1 (tricyclohexyl phosphine). Run in C(C)O (ethanol), O (water). Product: C1=CC=CC2=CC3=CC=CC=C3C=C12 (anthracene). Isolated yield 85.7%. RXN SMILES: C1C2C(=CC=C([C:11]3[C:12]4[C:17]([C:18](Br)=[C:19]5[C:24]=3[CH:23]=[CH:22][CH:21]=[CH:20]5)=[CH:16][CH:15]=[CH:14][CH:13]=4)C=2)C=CC=1C1C=CC2C(=CC=CC=2)C=1.C1(C2C=CC=CC=2)C(B(O)O)=CC=CC=1.P([O-])([O-])([O-])=O.[K+].[K+].[K+].C1(C)C=CC=CC=1>C1C=CC(/C=C/C(/C=C/C2C=CC=CC=2)=O)=CC=1.C1C=CC(/C=C/C(/C=C/C2C=CC=CC=2)=O)=CC=1.[Pd].C1(P(C2CCCCC2)C2CCCCC2)CCCCC1.O.C(O)C>[CH:13]1[C:12]2[C:17](=[CH:18][C:19]3[C:24]([CH:11]=2)=[CH:23][CH:22]=[CH:21][CH:20]=3)[CH:16]=[CH:15][CH:14]=1 |f:2.3.4.5,7.8.9|. Procedure: Under the nitrogen atmosphere, [9-([2,2′-binaphthalen]-7-yl)-10-bromoanthracene (2.0 g) as the tenth intermediate compound, p-biphenylboronic acid (0.9 g), Pd(dba)2 (0.05 g), tricyclohexyl phosphine (0.05 g), potassium phosphate (1.7 g), and a mixture solvent of toluene and ethanol (15 ml) (toluene/ethanol=4/1 (volume ratio)) were added to a flask and then refluxed for 3 hours. Once the heating is completed, it was cooled to room temperature and added with water. The precipitates were collected ...